This data is from the Open Reaction Database (ORD), a public repository of structured organic reaction records. The task is: describe an organic reaction: reactants, conditions, products, and yield Starting materials: CCO, CCOc1cc2c(Cl)c(C#N)cnc2cc1OC, Nc1ccc2cn[nH]c2c1, [Na+], O=C([O-])O. Reaction SMILES: [CH3:34][CH2:35][OH:36].[Cl:1][c:2]1[c:3]([C:17]#[N:18])[cH:4][n:5][c:6]2[cH:7][c:8]([O:15][CH3:16])[c:9]([O:12][CH2:13][CH3:14])[cH:10][c:11]12.[NH2:19][c:20]1[cH:21][cH:22][c:23]2[cH:24][n:25][nH:26][c:27]2[cH:28]1.[Na+:33].[O-:29][C:30]([OH:31])=[O:32]>>[c:2]1([NH:19][c:20]2[cH:21][cH:22][c:23]3[cH:24][n:25][nH:26][c:27]3[cH:28]2)[c:3]([C:17]#[N:18])[cH:4][n:5][c:6]2[cH:7][c:8]([O:15][CH3:16])[c:9]([O:12][CH2:13][CH3:14])[cH:10][c:11]12. Yields the product CCOc1cc2c(Nc3ccc4cn[nH]c4c3)c(C#N)cnc2cc1OC. The product is BrCC1=CC=C(C=C1)S(=O)(=O)C=1C=C(SC1)S(=O)(=O)Cl (4-(4-bromomethylphenylsulfonyl)thiophene-2-sulfonyl chloride). The reactants are CC1=CC=C(C=C1)S(=O)(=O)C=1C=C(SC1)S(=O)(=O)Cl (4-(4-methylphenylsulfonyl)-thiophene-2-sulfonyl chloride), BrN1C(CCC1=O)=O (N-bromosuccinimide), C(C1=CC=CC=C1)(=O)OOC(C1=CC=CC=C1)=O (benzoyl peroxide). RXN SMILES: [CH3:1][C:2]1[CH:7]=[CH:6][C:5]([S:8]([C:11]2[CH:12]=[C:13]([S:16]([Cl:19])(=[O:18])=[O:17])[S:14][CH:15]=2)(=[O:10])=[O:9])=[CH:4][CH:3]=1.[Br:20]N1C(=O)CCC1=O.C(OOC(=O)C1C=CC=CC=1)(=O)C1C=CC=CC=1>C(Cl)(Cl)Cl>[Br:20][CH2:1][C:2]1[CH:3]=[CH:4][C:5]([S:8]([C:11]2[CH:12]=[C:13]([S:16]([Cl:19])(=[O:18])=[O:17])[S:14][CH:15]=2)(=[O:10])=[O:9])=[CH:6][CH:7]=1. Procedure: A solution of 18.0 g (0.053M) of 4-(4-methylphenylsulfonyl)-thiophene-2-sulfonyl chloride, 46.0 g (0.258 m) N-bromosuccinimide and 100 mg benzoyl peroxide in 175 ml CHCl3 was heated at reflux and irradiated with a sun lamp for 45 minutes. The cooled mixture was then extracted with 3×100 ml portions of water, 5% sodium thiosulfate, brine and dried. The solvent was stripped to give the title compound as an oil. Run in C(Cl)(Cl)Cl (CHCl3). Solvent: O (water). The reactants are Cl (hydrochloric acid), O1CCCC1 (tetrahydrofuran), C(C1=CC=CC=C1)O[C@H]1C(O)(S[C@@H]([C@H]([C@@H]1OCC1=CC=CC=C1)OCC1=CC=CC=C1)COCC1=CC=CC=C1)C1=CC(=C(C=C1)Cl)C1OCCO1 (2,3,4,6-tetra-O-benzyl-1-C-[4-chloro-3-(1,3-dioxolane-2-yl)phenyl]-5-thio-D-glucopyranose). Isolated yield 80.2%. Reaction conditions: time 2 day. Procedure details: Then, 6M hydrochloric acid (120 mL) was added to a tetrahydrofuran (50 mL) solution of 2,3,4,6-tetra-O-benzyl-1-C-[4-chloro-3-(1,3-dioxolane-2-yl)phenyl]-5-thio-D-glucopyranose (6.01 g, 8.12 mmol) while ice-cooled, and stirred at room temperature for two days. The reaction mixture was added with an iced water and extracted with ethyl acetate and the organic phase was washed with a saturated sodium bicarbonate aqueous solution, brine and dried with anhydrous magnesium sulfate. After the desiccant... As a reaction SMILES: Cl.O1CCCC1.[CH2:7]([O:14][C@@H:15]1[C@@H:21]([O:22][CH2:23][C:24]2[CH:29]=[CH:28][CH:27]=[CH:26][CH:25]=2)[C@H:20]([O:30][CH2:31][C:32]2[CH:37]=[CH:36][CH:35]=[CH:34][CH:33]=2)[C@@H:19]([CH2:38][O:39][CH2:40][C:41]2[CH:46]=[CH:45][CH:44]=[CH:43][CH:42]=2)[S:18][C:16]1([C:47]1[CH:52]=[CH:51][C:50]([Cl:53])=[C:49]([CH:54]2OCC[O:55]2)[CH:48]=1)[OH:17])[C:8]1[CH:13]=[CH:12][CH:11]=[CH:10][CH:9]=1>O>[CH2:7]([O:14][C@@H:15]1[C@@H:21]([O:22][CH2:23][C:24]2[CH:25]=[CH:26][CH:27]=[CH:28][CH:29]=2)[C@H:20]([O:30][CH2:31][C:32]2[CH:37]=[CH:36][CH:35]=[CH:34][CH:33]=2)[C@@H:19]([CH2:38][O:39][CH2:40][C:41]2[CH:42]=[CH:43][CH:44]=[CH:45][CH:46]=2)[S:18][C:16]1([C:47]1[CH:52]=[CH:51][C:50]([Cl:53])=[C:49]([CH:54]=[O:55])[CH:48]=1)[OH:17])[C:8]1[CH:9]=[CH:10][CH:11]=[CH:12][CH:13]=1. Yields the product C(C1=CC=CC=C1)O[C@H]1C(O)(S[C@@H]([C@H]([C@@H]1OCC1=CC=CC=C1)OCC1=CC=CC=C1)COCC1=CC=CC=C1)C1=CC(=C(C=C1)Cl)C=O (2,3,4,6-tetra-O-benzyl-1-C-(4-chloro-3-formylphenyl)-5-thio-D-glucopyranose). Reactants: C(C)(=O)OC1=CC=C(C=C1)CN1C(N(C(C=2C1=NN(C2C2=CC=NC=C2)CC2=CC=CC1=CC=CC=C21)=O)C)=O (4-{[5-methyl-2-(1-naphthylmethyl)-4,6-dioxo-3-pyridin-4-yl-2,4,5,6-tetrahydro-7H-pyrazolo[3,4-d]pyrimidin-7-yl]methyl}phenyl acetate), [Li+].[OH-] (LiOH). Product: OC1=CC=C(CN2C(N(C(C=3C2=NN(C3C3=CC=NC=C3)CC3=CC=CC2=CC=CC=C32)=O)C)=O)C=C1 (7-(4-hydroxybenzyl)-5-methyl-2-(1-naphthylmethyl)-3-pyridin-4-yl-2H-pyrazolo[3,4-d]pyrimidine-4,6(5H,7H)-dione). Reaction SMILES: C([O:4][C:5]1[CH:10]=[CH:9][C:8]([CH2:11][N:12]2[C:17]3=[N:18][N:19]([CH2:27][C:28]4[C:37]5[C:32](=[CH:33][CH:34]=[CH:35][CH:36]=5)[CH:31]=[CH:30][CH:29]=4)[C:20]([C:21]4[CH:26]=[CH:25][N:24]=[CH:23][CH:22]=4)=[C:16]3[C:15](=[O:38])[N:14]([CH3:39])[C:13]2=[O:40])=[CH:7][CH:6]=1)(=O)C.[Li+].[OH-]>>[OH:4][C:5]1[CH:6]=[CH:7][C:8]([CH2:11][N:12]2[C:17]3=[N:18][N:19]([CH2:27][C:28]4[C:37]5[C:32](=[CH:33][CH:34]=[CH:35][CH:36]=5)[CH:31]=[CH:30][CH:29]=4)[C:20]([C:21]4[CH:22]=[CH:23][N:24]=[CH:25][CH:26]=4)=[C:16]3[C:15](=[O:38])[N:14]([CH3:39])[C:13]2=[O:40])=[CH:9][CH:10]=1 |f:1.2|. Reported procedure: This compound was synthesized by the hydrolysis of 4-{[5-methyl-2-(1-naphthylmethyl)-4,6-dioxo-3-pyridin-4-yl-2,4,5,6-tetrahydro-7H-pyrazolo[3,4-d]pyrimidin-7-yl]methyl}phenyl acetate with 0.5N LiOH at room temperature for six hours. Mass: 489.80 (M+H).